describe an organic reaction: reactants, conditions, products, and yield From a dataset of the Open Reaction Database (ORD), a public repository of structured organic reaction records. The reactants are C(C)OCC.C(Cl)Cl (diethyl ether methylene chloride), P(OCC)(OCC)OCC (triethyl phosphite), BrCC1=NSC2=C1C=C(C=C2)N2C(N(C(=CC2=O)C(F)(F)F)C)=O (3-[3-(bromomethyl)-1,2-benzisothiazol-5-yl]-1-methyl-6-(trifluoromethyl)-2,4(1H,3H)-pyrimidinedione). Solvent: O1CCCC1 (tetrahydrofuran), C(C)OCC (diethyl ether). Run at temperature 10 celsius, time 90 minute. The product is C(C)OP(OCC)(=O)CC1=NSC2=C1C=C(C=C2)N2C(N(C(=CC2=O)C(F)(F)F)C)=O (Diethyl{{5-[3,6-dihydro-3-methyl-2,6-dioxo-4-(trifluoromethyl)-1(2H)-pyrimidinyl]-1,2-benzisothiazol-3-yl}methyl}phosphonate). Yield: 81.2%. Reaction SMILES: Br[CH2:2][C:3]1[C:7]2[CH:8]=[C:9]([N:12]3[C:17](=[O:18])[CH:16]=[C:15]([C:19]([F:22])([F:21])[F:20])[N:14]([CH3:23])[C:13]3=[O:24])[CH:10]=[CH:11][C:6]=2[S:5][N:4]=1.[P:25]([O:32]CC)([O:29][CH2:30][CH3:31])[O:26][CH2:27][CH3:28].C(OCC)C.C(Cl)Cl>C(OCC)C.O1CCCC1>[CH2:27]([O:26][P:25]([CH2:2][C:3]1[C:7]2[CH:8]=[C:9]([N:12]3[C:17](=[O:18])[CH:16]=[C:15]([C:19]([F:22])([F:21])[F:20])[N:14]([CH3:23])[C:13]3=[O:24])[CH:10]=[CH:11][C:6]=2[S:5][N:4]=1)(=[O:32])[O:29][CH2:30][CH3:31])[CH3:28] |f:2.3|. Procedure details: A mixture of 3-[3-(bromomethyl)-1,2-benzisothiazol-5-yl]-1-methyl-6-(trifluoromethyl)-2,4(1H,3H)-pyrimidinedione (1.00 g, 0.00240 mol) in diethyl ether is cooled to 10° C., treated dropwise with triethyl phosphite (0.580 mL, 0.00340 mol), stirred at 10° C. for 90 minutes, diluted with 10 mL of tetrahydrofuran, stirred at room temperature overnight, refluxed for 1 day, cooled, partially concentrated in vacuo and diluted with methylene chloride. The resultant organic solution is washed with water,... The reactants are C(CCCCCCCCCCCCC)N(CCC(=O)OC)CCCCCCCCCCCCCC (Methyl 3-(Ditetradecylamino)propionate), OO (hydrogen peroxide). Run in C(C)(C)O (isopropanol). Yields the product C(CCCCCCCCCCCCC)N(O)CCCCCCCCCCCCCC (N,N-Ditetradecylhydroxylamine). Yield: 43.5%. RXN SMILES: [CH2:1]([N:15]([CH2:22][CH2:23][CH2:24][CH2:25][CH2:26][CH2:27][CH2:28][CH2:29][CH2:30][CH2:31][CH2:32][CH2:33][CH2:34][CH3:35])CCC(OC)=O)[CH2:2][CH2:3][CH2:4][CH2:5][CH2:6][CH2:7][CH2:8][CH2:9][CH2:10][CH2:11][CH2:12][CH2:13][CH3:14].[OH:36]O>C(O)(C)C>[CH2:1]([N:15]([CH2:22][CH2:23][CH2:24][CH2:25][CH2:26][CH2:27][CH2:28][CH2:29][CH2:30][CH2:31][CH2:32][CH2:33][CH2:34][CH3:35])[OH:36])[CH2:2][CH2:3][CH2:4][CH2:5][CH2:6][CH2:7][CH2:8][CH2:9][CH2:10][CH2:11][CH2:12][CH2:13][CH3:14]. Procedure details: Using the general procedure of Example 2, 57.5 grams (0.116 mol) of the product of Example 7 in 450 ml of isopropanol is oxidized using 5.6 ml (0.15 Mol) of 70% aqueous hydrogen peroxide solution to give 21.5 grams (44% yield) of the above-named product as a white solid melting at 94°-96° C.